Dataset: the Open Reaction Database (ORD), a public repository of structured organic reaction records. Task: describe an organic reaction: reactants, conditions, products, and yield Reactants: I.ClC1=C(C=NNC(SC)=N)C(=CC=C1)Cl (methyl 3-(2,6-dichlorobenzylidene)thiocarbazimidate hydroiodide), C(C)O (ethanol), FC1=CC=C(CN)C=C1 (p-fluorobenzylamine), C(C)O (ethanol). The solvent is C(C)OCC (diethyl ether). Product: I.ClC1=C(C=NNC(=N)NCC2=CC=C(C=C2)F)C(=CC=C1)Cl (1-(2,6-Dichlorobenzylideneamino)-3-(p-fluorobenzyl)-guanidine hydroiodide). RXN SMILES: [IH:1].[Cl:2][C:3]1[CH:15]=[CH:14][CH:13]=[C:12]([Cl:16])[C:4]=1[CH:5]=[N:6][NH:7][C:8](=[NH:11])SC.[F:17][C:18]1[CH:25]=[CH:24][C:21]([CH2:22][NH2:23])=[CH:20][CH:19]=1.C(O)C>C(OCC)C>[IH:1].[Cl:2][C:3]1[CH:15]=[CH:14][CH:13]=[C:12]([Cl:16])[C:4]=1[CH:5]=[N:6][NH:7][C:8]([NH:23][CH2:22][C:21]1[CH:24]=[CH:25][C:18]([F:17])=[CH:19][CH:20]=1)=[NH:11] |f:0.1,5.6|. Procedure: A solution of 5.85 g. of methyl 3-(2,6-dichlorobenzylidene)thiocarbazimidate hydroiodide (U.S. Pat. No. 3,657,337) and 3.75 g. of p-fluorobenzylamine in 25 ml. of absolute ethanol is heated under reflux for 24 hours and then evaporated under reduced pressure, giving a mixture of gum and crystals. This mixture is dissolved in 50 ml. of absolute ethanol and diluted with 175 ml. of diethyl ether. The colorless plates which form are removed by filtration and discarded. The filtrate is diluted with p... Starting materials: BrBr (Bromine), FC(C=1C=CC(=NC1)N1C=NC(=CC1=O)C(F)(F)F)(F)F (1-(5-trifluoromethyl-2-pyridyl)-4-trifluoromethylpyrimidin-6-one), O.O.O.C(C)(=O)[O-].[Na+] (sodium acetate trihydrate). Solvent: C(C)(=O)O (acetic acid). Conditions: time 16 hour. Yields the product FC(C=1C=CC(=NC1)N1CN(C(=CC1=O)C(F)(F)F)Br)(F)F (1-(5-trifluoromethyl-2-pyridyl)-3-bromo-4-trifluoromethylpyrimidin-6-one). RXN SMILES: [Br:1]Br.[F:3][C:4]([F:23])([F:22])[C:5]1[CH:6]=[CH:7][C:8]([N:11]2[C:16](=[O:17])[CH:15]=[C:14]([C:18]([F:21])([F:20])[F:19])[N:13]=[CH:12]2)=[N:9][CH:10]=1.O.O.O.C([O-])(=O)C.[Na+]>C(O)(=O)C>[F:23][C:4]([F:3])([F:22])[C:5]1[CH:6]=[CH:7][C:8]([N:11]2[C:16](=[O:17])[CH:15]=[C:14]([C:18]([F:21])([F:20])[F:19])[N:13]([Br:1])[CH2:12]2)=[N:9][CH:10]=1 |f:2.3.4.5.6|. Reported procedure: Bromine (0.15 ml) was added in one portion to a suspension of 1-(5-trifluoromethyl-2-pyridyl)-4-trifluoromethylpyrimidin-6-one (compound No. 2 in Table I) (0.5 g) and sodium acetate trihydrate (1.1 g) in acetic acid (4.8 ml). After stirring for 16 hours, the solvent, was removed under reduced pressure, and the residue was poured into water and aqueous sodium bicarbonate solution. Rigourous extraction into diethylether followed by drying over magnesium sulphate and removal of the solvent under re... The reactants are C(C1=CC=CC=C1)OC(CCC#CC1=CC(=CC=C1)OC(F)(F)F)=O (5-(3-trifluoromethoxy-phenyl)-pent-4-ynoic acid benzyl ester), [Li+].[OH-] (LiOH). The solvent is C1CCOC1.CO (THF methanol). Run at time 2 hour. Yields the product FC(OC=1C=C(C=CC1)C#CCCC(=O)O)(F)F (5-(3-Trifluoromethoxy-phenyl)-pent-4-ynoic acid). The yield is 100.0%. RXN SMILES: C([O:8][C:9](=[O:25])[CH2:10][CH2:11][C:12]#[C:13][C:14]1[CH:19]=[CH:18][CH:17]=[C:16]([O:20][C:21]([F:24])([F:23])[F:22])[CH:15]=1)C1C=CC=CC=1.[Li+].[OH-]>C1COCC1.CO>[F:22][C:21]([F:23])([F:24])[O:20][C:16]1[CH:15]=[C:14]([C:13]#[C:12][CH2:11][CH2:10][C:9]([OH:25])=[O:8])[CH:19]=[CH:18][CH:17]=1 |f:1.2,3.4|. Reported procedure: To a solution of 5-(3-trifluoromethoxy-phenyl)-pent-4-ynoic acid benzyl ester (500 mg, 1.4 mmol) in THF/methanol 2/1 (13.5 ml) was added 1 N aqueous LiOH solution (8.6 ml). The reaction mixture was stirred for 2 h at ambient temperature and concentrated under reduced pressure. The residue was dissolved in 1 N NaOH/ice water 1/1 and ethyl acetate and the layers were separated. The aqueous layer was brought to pH 1 with 1 N HCl and extracted two times with ethyl acetate. The combined extracts were... Reactants: C(Cl)(Cl)Cl (CHCl3), N[C@@H](CC1=CC=CC=C1)C(=O)N[C@@H](CC1=CC=CC=C1)C(=O)N[C@@H](C(C)C)C(=O)N[C@@H](CC1=CC=CC=C1)C(=O)OC (PhePheValPheOMe), CO (MeOH), BOC. The solvent is CC(=O)O (AcOH). Yields the product N[C@@H](CC1=CC=CC=C1)C(=O)N[C@@H](C(C)C)C(=O)N[C@@H](CC1=CC=CC=C1)C(=O)OC.Cl (PheValPheOMe.HCl). Reaction SMILES: C(Cl)(Cl)[Cl:2].CO.N[C@H](C([NH:18][C@H:19]([C:27]([NH:29][C@H:30]([C:34]([NH:36][C@H:37]([C:45]([O:47][CH3:48])=[O:46])[CH2:38][C:39]1[CH:44]=[CH:43][CH:42]=[CH:41][CH:40]=1)=[O:35])[CH:31]([CH3:33])[CH3:32])=[O:28])[CH2:20][C:21]1[CH:26]=[CH:25][CH:24]=[CH:23][CH:22]=1)=O)CC1C=CC=CC=1>CC(O)=O>[NH2:18][C@H:19]([C:27]([NH:29][C@H:30]([C:34]([NH:36][C@H:37]([C:45]([O:47][CH3:48])=[O:46])[CH2:38][C:39]1[CH:44]=[CH:43][CH:42]=[CH:41][CH:40]=1)=[O:35])[CH:31]([CH3:33])[CH3:32])=[O:28])[CH2:20][C:21]1[CH:22]=[CH:23][CH:24]=[CH:25][CH:26]=1.[ClH:2] |f:4.5|. Procedure: Compound (iii) (6.87 g) was BOC-deprotected in 2 N HCl in EtAc (100 ml) for 2 hours at room temperature when a white solid precipitated (5.84 g) representing 97% yield of product. M.P. 243°-245° (decomposition). T.L.C. in 9:1 CHCl3 :MeOH (I2 stain) shows one spot at Rf 0.59. [α]D25 =8.8° (C=1, AcOH). (v) BOC.PhePheValPheOMe Starting materials: O=c1[nH]nc2c(O)c(Br)ccn12, COc1c(Br)ccn2c(=O)[nH]nc12, CCN(C(C)C)C(C)C, C[Si](C)(C)CCOCCl, ClCCl. Yields the product COc1c(Br)ccn2c(=O)n(COCC[Si](C)(C)C)nc12. RXN SMILES: [Br:14][c:15]1[cH:16][cH:17][n:18]2[c:19](=[O:20])[nH:21][n:22][c:23]2[c:24]1[OH:25].[Br:1][c:2]1[c:3]([O:12][CH3:13])[c:4]2[n:5]([cH:6][cH:7]1)[c:8](=[O:11])[nH:9][n:10]2.[CH:26]([N:27]([CH2:28][CH3:29])[CH:30]([CH3:31])[CH3:32])([CH3:33])[CH3:34].[Cl:35][CH2:36][O:37][CH2:38][CH2:39][Si:40]([CH3:41])([CH3:42])[CH3:43].[Cl:44][CH2:45][Cl:46]>>[Br:1][c:2]1[c:3]([O:12][CH3:13])[c:4]2[n:5]([cH:6][cH:7]1)[c:8](=[O:11])[n:9]([CH2:36][O:37][CH2:38][CH2:39][Si:40]([CH3:41])([CH3:42])[CH3:43])[n:10]2. The reactants are ClC=1C=C(COC2=CC=C(C=C2)[C@@H]2OC=3C(=CC=4C[C@H](N(CC4C3)[C@@H](CC)C3=CC=CC=C3)C(=O)O)OC2)C=CC1Cl ((3S,8S)-3-[4-(3,4-dichloro-benzyloxy)-phenyl]-7-((S)-1-phenyl-propyl)-2,3,6,7,8,9-hexahydro-[1,4]dioxino[2,3-g]isoquinoline-8-carboxylic acid), Cl.COC([C@H](CC1=CC=C(C=C1)C1=CC=NC=C1)N)=O ((S)-2-amino-3-(4-pyridin-4-yl-phenyl)-propionic acid methyl ester hydrochloride). Product: ClC=1C=C(COC2=CC=C(C=C2)[C@@H]2OC=3C(=CC=4C[C@H](N(CC4C3)[C@@H](CC)C3=CC=CC=C3)C(=O)N[C@H](C(=O)O)CC3=CC=C(C=C3)C3=CC=NC=C3)OC2)C=CC1Cl ((S)-2-{[(3S,8S)-3-[4-(3,4-Dichloro-benzyloxy)-phenyl]-7-((S)-1-phenyl-propyl)-2,3,6,7,8,9-hexahydro-[1,4]dioxino[2,3-g]isoquinoline-8-carbonyl]-amino}-3-(4-pyridin-4-yl-phenyl)-propionic acid). RXN SMILES: [Cl:1][C:2]1[CH:3]=[C:4]([CH:39]=[CH:40][C:41]=1[Cl:42])[CH2:5][O:6][C:7]1[CH:12]=[CH:11][C:10]([C@H:13]2[CH2:38][O:37][C:16]3=[CH:17][C:18]4[CH2:19][C@@H:20]([C:34](O)=[O:35])[N:21]([C@H:25]([C:28]5[CH:33]=[CH:32][CH:31]=[CH:30][CH:29]=5)[CH2:26][CH3:27])[CH2:22][C:23]=4[CH:24]=[C:15]3[O:14]2)=[CH:9][CH:8]=1.Cl.C[O:45][C:46](=[O:62])[C@@H:47]([NH2:61])[CH2:48][C:49]1[CH:54]=[CH:53][C:52]([C:55]2[CH:60]=[CH:59][N:58]=[CH:57][CH:56]=2)=[CH:51][CH:50]=1>>[Cl:1][C:2]1[CH:3]=[C:4]([CH:39]=[CH:40][C:41]=1[Cl:42])[CH2:5][O:6][C:7]1[CH:8]=[CH:9][C:10]([C@H:13]2[CH2:38][O:37][C:16]3=[CH:17][C:18]4[CH2:19][C@@H:20]([C:34]([NH:61][C@@H:47]([CH2:48][C:49]5[CH:54]=[CH:53][C:52]([C:55]6[CH:56]=[CH:57][N:58]=[CH:59][CH:60]=6)=[CH:51][CH:50]=5)[C:46]([OH:62])=[O:45])=[O:35])[N:21]([C@H:25]([C:28]5[CH:33]=[CH:32][CH:31]=[CH:30][CH:29]=5)[CH2:26][CH3:27])[CH2:22][C:23]=4[CH:24]=[C:15]3[O:14]2)=[CH:11][CH:12]=1 |f:1.2|. Procedure: The title compound (19 mg) was prepared from (3S,8S)-3-[4-(3,4-dichloro-benzyloxy)-phenyl]-7-((S)-1-phenyl-propyl)-2,3,6,7,8,9-hexahydro-[1,4]dioxino[2,3-g]isoquinoline-8-carboxylic acid (30 mg) and (S)-2-amino-3-(4-pyridin-4-yl-phenyl)-propionic acid methyl ester hydrochloride according to General Procedures L and B. LCMS (m/z): 829. Starting materials: CC(C)(C)OC(=O)c1ccc(S(C)(=O)=O)c(S(C)(=O)=O)c1, ClCCl, O=C(O)C(F)(F)F. Product: CS(=O)(=O)c1ccc(C(=O)O)cc1S(C)(=O)=O. As a reaction SMILES: [C:1]([CH3:2])([CH3:3])([CH3:4])[O:5][C:6]([c:7]1[cH:8][c:9]([S:17](=[O:18])(=[O:19])[CH3:20])[c:10]([S:13](=[O:14])(=[O:15])[CH3:16])[cH:11][cH:12]1)=[O:21].[Cl:29][CH2:30][Cl:31].[OH:22][C:23]([C:24]([F:25])([F:26])[F:27])=[O:28]>>[O:5]=[C:6]([c:7]1[cH:8][c:9]([S:17](=[O:18])(=[O:19])[CH3:20])[c:10]([S:13](=[O:14])(=[O:15])[CH3:16])[cH:11][cH:12]1)[OH:21].